Dataset: the Open Reaction Database (ORD), a public repository of structured organic reaction records. Task: describe an organic reaction: reactants, conditions, products, and yield The reactants are BrC=1C=C(C=C(C1OC)C(C)(C)C)C=1C(=NC(=NC1)OC(C)(C)C)OC(C)(C)C (5-(3-bromo-5-tert-butyl-4-methoxyphenyl)-2,4-di-tert-butoxy-pyrimidine), CS(=O)(=O)NC1=CC=C(/C=C/B(O)O)C=C1 ((E)-4-(methylsulfonamido) styrylboronic acid). Yields the product C(C)(C)(C)C=1C(=C(/C=C/C2=CC=C(C=C2)NS(=O)(=O)C)C=C(C1)C=1C(=NC(=NC1)OC(C)(C)C)OC(C)(C)C)OC ((E)-N-(4-(3-tert-butyl-5-(2,4-di-tert-butoxypyrimidin-5-yl)-2-methoxystyryl)phenyl)methanesulfonamide). Reaction SMILES: Br[C:2]1[CH:3]=[C:4]([C:14]2[C:15]([O:25][C:26]([CH3:29])([CH3:28])[CH3:27])=[N:16][C:17]([O:20][C:21]([CH3:24])([CH3:23])[CH3:22])=[N:18][CH:19]=2)[CH:5]=[C:6]([C:10]([CH3:13])([CH3:12])[CH3:11])[C:7]=1[O:8][CH3:9].[CH3:30][S:31]([NH:34][C:35]1[CH:45]=[CH:44][C:38](/[CH:39]=[CH:40]/B(O)O)=[CH:37][CH:36]=1)(=[O:33])=[O:32]>>[C:10]([C:6]1[C:7]([O:8][CH3:9])=[C:2]([CH:3]=[C:4]([C:14]2[C:15]([O:25][C:26]([CH3:29])([CH3:27])[CH3:28])=[N:16][C:17]([O:20][C:21]([CH3:22])([CH3:23])[CH3:24])=[N:18][CH:19]=2)[CH:5]=1)/[CH:40]=[CH:39]/[C:38]1[CH:37]=[CH:36][C:35]([NH:34][S:31]([CH3:30])(=[O:32])=[O:33])=[CH:45][CH:44]=1)([CH3:12])([CH3:13])[CH3:11]. Procedure details: The product from Example 2 Part A (55.9 mg, 0.12 mmol) and (E)-4-(methylsulfonamido) styrylboronic acid (28.9 mg, 0.120 mmol) were reacted in the same manner as Example 2 Step B. The crude product was purified by silica gel flash chromatography eluting with ethyl acetate/hexane (5% to 25%) to give the title compound. Starting materials: C(C)NCCC1=CC(OC)=C(OC)C=C1 (N-ethyl-homoveratrylamine), Br (hydrogen bromide). The solvent is C(C)(=O)O (acetic acid). Conditions: time 5 hour. The product is Br.C(C)NCCC1=CC(=C(C=C1)O)O (N-Ethyl-3,4-dihydroxyphenethylamine hydrobromide). RXN SMILES: [CH2:1]([NH:3][CH2:4][CH2:5][C:6]1[CH:15]=[CH:14][C:11]([O:12]C)=[C:8]([O:9]C)[CH:7]=1)[CH3:2].[BrH:16]>C(O)(=O)C>[BrH:16].[CH2:1]([NH:3][CH2:4][CH2:5][C:6]1[CH:15]=[CH:14][C:11]([OH:12])=[C:8]([OH:9])[CH:7]=1)[CH3:2] |f:3.4|. Procedure: After dissolving 1.0 g of N-ethyl-homoveratrylamine in a solvent mixture consisting of 6 ml of a 48% aqueous hydrogen bromide solution and 4 ml of acetic acid, the solution was heated at 120°-130° C. with stirring for 5 hours. The solvent was distilled off and the residue was crystallized from ether to obtain 1.2 g of crude crystals. N-Ethyl-3,4-dihydroxyphenethylamine hydrobromide having a melting point of 149°-151° C. was obtained by recrystallizing from isopropyl alcohol. The yield was 0.68 g... Starting materials: BrCC1=CC=C(CN2S(N(C3=C2C=CC=C3)C3=C(C=CC=C3)F)(=O)=O)C=C1 (1-[4-(bromomethyl)benzyl]-3-(2-fluorophenyl)-1,3-dihydro-2,1,3-benzothiadiazole2,2-dioxide), CNC (dimethylamine). The product is FC1=C(C=CC=C1)N1S(N(C2=C1C=CC=C2)CC2=CC=C(C=C2)CN(C)C)(=O)=O (1-(4-{[3-(2-fluorophenyl)-2,2-dioxido-2,1,3-benzothiadiazol-1(3H)-yl]methyl}phenyl)-N,N-dimethylmethanamine). The yield is 92.0%. As a reaction SMILES: Br[CH2:2][C:3]1[CH:27]=[CH:26][C:6]([CH2:7][N:8]2[C:12]3[CH:13]=[CH:14][CH:15]=[CH:16][C:11]=3[N:10]([C:17]3[CH:22]=[CH:21][CH:20]=[CH:19][C:18]=3[F:23])[S:9]2(=[O:25])=[O:24])=[CH:5][CH:4]=1.[CH3:28][NH:29][CH3:30]>>[F:23][C:18]1[CH:19]=[CH:20][CH:21]=[CH:22][C:17]=1[N:10]1[C:11]2[CH:16]=[CH:15][CH:14]=[CH:13][C:12]=2[N:8]([CH2:7][C:6]2[CH:26]=[CH:27][C:3]([CH2:2][N:29]([CH3:30])[CH3:28])=[CH:4][CH:5]=2)[S:9]1(=[O:24])=[O:25]. Procedure: In an analogous manner to general procedure V, 1-[4-(bromomethyl)benzyl]-3-(2-fluorophenyl)-1,3-dihydro-2,1,3-benzothiadiazole2,2-dioxide (0.11 g, 0.24 mmol) was treated with dimethylamine (10 mL) to provide 0.09 g, (92%) of 1-(4-{[3-(2-fluorophenyl)-2,2-dioxido-2,1,3-benzothiadiazol-1(3H)-yl]methyl}phenyl)-N,N-dimethylmethanamine. MS (ES) m/z 411.0. HPLC purity 97.3% at 210-370 nm, 7.7 min.; Xterra RP18, 3.5 u, 150×4.6 mm column, 1.2 mL/min, 85/15-5/95 (Ammon. Form. Buff. Ph=3.5/ACN+MeOH) for 1... The reactants are C(C)(C)(C)OC(NC(C(=O)NC1=NC(=C(C=C1)Br)C#CC1=CC=CC=C1)C)=O (tert-butyl-N-[1-[[5-bromo-6-(2-phenylethynyl)pyridin-2-yl]amino]-1-oxopropan-2-yl]carbamate), Br[Zn]C1CCCC1 (bromo(cyclopentyl)zinc), 2-Dicyclohexyl-phosphino-2′,4′,6′-triisopropylbiphenyl. The reagents and catalysts are C(C)(=O)[O-].[Pd+2].C(C)(=O)[O-] (Palladium(II) acetate). The solvent is C1(=CC=CC=C1)C (toluene). Run at time 6 day. The product is C(C)(C)(C)OC(NC(C(=O)NC1=NC(=C(C=C1)C1CCCC1)C#CC1=CC=CC=C1)C)=O (tert-butyl-N-[1-[[5-cyclopentyl-6-(2-phenylethynyl)pyridin-2-yl]amino]-1-oxopropan-2-yl]carbamate). As a reaction SMILES: [C:1]([O:5][C:6](=[O:28])[NH:7][CH:8]([CH3:27])[C:9]([NH:11][C:12]1[CH:17]=[CH:16][C:15](Br)=[C:14]([C:19]#[C:20][C:21]2[CH:26]=[CH:25][CH:24]=[CH:23][CH:22]=2)[N:13]=1)=[O:10])([CH3:4])([CH3:3])[CH3:2].Br[Zn][CH:31]1[CH2:35][CH2:34][CH2:33][CH2:32]1>C1(C)C=CC=CC=1.C([O-])(=O)C.[Pd+2].C([O-])(=O)C>[C:1]([O:5][C:6](=[O:28])[NH:7][CH:8]([CH3:27])[C:9]([NH:11][C:12]1[CH:17]=[CH:16][C:15]([CH:31]2[CH2:35][CH2:34][CH2:33][CH2:32]2)=[C:14]([C:19]#[C:20][C:21]2[CH:26]=[CH:25][CH:24]=[CH:23][CH:22]=2)[N:13]=1)=[O:10])([CH3:4])([CH3:3])[CH3:2] |f:3.4.5|. Procedure: A mixture of tert-butyl-N-[1-[[5-bromo-6-(2-phenylethynyl)pyridin-2-yl]amino]-1-oxopropan-2-yl]carbamate C2d (60 mg, 0.14 mmol), bromo(cyclopentyl)zinc (0.5 M solution in THF, 1.6 ml, 0.81 mmol), Palladium(II) acetate (1.5 mg, 0.01 mmol), 2-Dicyclohexyl-phosphino-2′,4′,6′-triisopropylbiphenyl (6.4 mg, 0.01 mmol) in toluene (0.25 ml) is stirred at RT for 6 days. The reaction mixture is concentrated in vacuo and the product purified by RP HPLC. Yield: 18 mg (31%). HPLC-MS: M+H=434; tR=1.97 min (*M... Starting materials: NC1=C(C=NC=2N1N=C(C2)C(C)(C)C)CO ((7-amino-2-tert-butylpyrazolo[1,5-a]pyrimidin-6-yl)methanol). The reagents and catalysts are O=[Mn]=O (MnO2). Solvent: C1CCOC1 (THF), C(Cl)(Cl)Cl (CHCl3). Yields the product NC1=C(C=NC=2N1N=C(C2)C(C)(C)C)C=O (7-Amino-2-tert-butylpyrazolo[1,5-a]pyrimidine-6-carbaldehyde). As a reaction SMILES: [NH2:1][C:2]1[N:7]2[N:8]=[C:9]([C:11]([CH3:14])([CH3:13])[CH3:12])[CH:10]=[C:6]2[N:5]=[CH:4][C:3]=1[CH2:15][OH:16]>C1COCC1.C(Cl)(Cl)Cl.O=[Mn]=O>[NH2:1][C:2]1[N:7]2[N:8]=[C:9]([C:11]([CH3:12])([CH3:14])[CH3:13])[CH:10]=[C:6]2[N:5]=[CH:4][C:3]=1[CH:15]=[O:16]. Reported procedure: A solution of (7-amino-2-tert-butylpyrazolo[1,5-a]pyrimidin-6-yl)methanol (380 mg, 1.73 mmol, 1 eq.) and MnO2 (1.5 g, 17.25 mmol, 10 eq.) in THF (6 mL) and CHCl3 (12 ml) was stirred for about 36 h at 25° C. under nitrogen. MnO2 was filtered and washed with 15% MeOH in CHCl3 (˜100 mL) and 30% MeOH in CHCl3 (˜100 mL) until no additional product was observed through analysis of the filtrates by TLC. The filtrates were combined and concentrated under vacuum to give Compound [CCXXXVII] as a yellow so... Starting materials: BrC1=CN=C2N1N=CC(=N2)C(F)(F)F (7-Bromo-3-trifluoromethylimidazo[1,2-b][1,2,4]triazine), FC1=C(C=C(C=C1)B(O)O)N1N=CN=C1 (4-fluoro-3-([1,2,4]triazol-1-yl)phenylboronic acid). The product is FC1=C(C=C(C=C1)C1=CN=C2N1N=CC(=N2)C(F)(F)F)N2N=CN=C2 (7-[4-Fluoro-3-([1,2,4]triazol-1-yl)phenyl]-3-trifluoromethylimidazo[1,2-b][1,2,4]triazine). RXN SMILES: Br[C:2]1[N:6]2[N:7]=[CH:8][C:9]([C:11]([F:14])([F:13])[F:12])=[N:10][C:5]2=[N:4][CH:3]=1.[F:15][C:16]1[CH:21]=[CH:20][C:19](B(O)O)=[CH:18][C:17]=1[N:25]1[CH:29]=[N:28][CH:27]=[N:26]1>>[F:15][C:16]1[CH:21]=[CH:20][C:19]([C:2]2[N:6]3[N:7]=[CH:8][C:9]([C:11]([F:14])([F:13])[F:12])=[N:10][C:5]3=[N:4][CH:3]=2)=[CH:18][C:17]=1[N:25]1[CH:29]=[N:28][CH:27]=[N:26]1. Reported procedure: 7-Bromo-3-trifluoromethylimidazo[1,2-b][1,2,4]triazine was coupled with 4-fluoro-3-([1,2,4]triazol-1-yl)phenylboronic acid as described in Example 3, step f, final paragraph, to give the title compound: 1H NMR (360 MHz, DMSO-d6) δ 7.82 (1H, dd, J 8.7, 10.5 Hz), 8.34-8.39 (1H, m), 8.39 (1H, s), 8.71 (1H, dd, J 2.4, 7.4 Hz), 9.02 (1H, s), 9.13 (1H, d, J 2.4 Hz); MS (ES+) m/z 350 [M+H]+.